This data is from the Open Reaction Database (ORD), a public repository of structured organic reaction records. The task is: describe an organic reaction: reactants, conditions, products, and yield Reactants: C1(CCCC1)OC1=C(C=C(C=O)C=C1)OC (4-cyclopentyloxy-3-methoxybenzaldehyde), C[Mg]I (methyl magnesium iodide), [Mg] (magnesium), CI (methyl iodide), [Cl-].[NH4+] (ammonium chloride). The solvent is O1CCCC1 (tetrahydrofuran), C(C)OCC (diethyl ether). Conditions: time 1 hour. Yields the product C(C)(=O)C1=CC(=C(C=C1)OC1CCCC1)OC (4-acetyl-1-cyclopentyloxy-2-methoxybenzene). Isolated yield 73.6%. As a reaction SMILES: C[Mg]I.[Mg].[CH3:5]I.[CH:7]1([O:12][C:13]2[CH:20]=[CH:19][C:16]([CH:17]=[O:18])=[CH:15][C:14]=2[O:21][CH3:22])[CH2:11][CH2:10][CH2:9][CH2:8]1.[Cl-].[NH4+]>C(OCC)C.O1CCCC1>[C:17]([C:16]1[CH:19]=[CH:20][C:13]([O:12][CH:7]2[CH2:8][CH2:9][CH2:10][CH2:11]2)=[C:14]([O:21][CH3:22])[CH:15]=1)(=[O:18])[CH3:5] |f:4.5|. Procedure: To a solution of methyl magnesium iodide, which is prepared from magnesium (2.9 g) and methyl iodide (7.5 ml), in diethyl ether (150 ml) is added dropwise a solution of 4-cyclopentyloxy-3-methoxybenzaldehyde (17.6 g) in tetrahydrofuran (40 ml) at 0° C., and the mixture is stirred at room temperature for one hour. To the reaction mixture is added a saturated aqueous ammonium chloride solution (20 ml) at 0° C., and the mixture is extracted with ethyl acetate. The extract is concentrated under redu... Reactants: C(C)OC=1C=C(C=CC1OC)[C@@H]1CN(CC[C@@H]1NC(C1=CC=C(C=C1)NS(=O)(=O)C1=CC=C(C=C1)C)=O)C ((−)-cis-3-(3-Ethoxy-4-methoxyphenyl)-1-methyl-4-[4-(p-toluenesulfonamido)-benzamido]-piperidine). Run in P(=O)(Cl)(Cl)Cl (phosphorus oxychloride), C(C)#N (acetonitrile), P(=O)(Cl)(Cl)Cl (phosphorus oxychloride), C(C)#N (acetonitrile). The product is C(C)OC1=CC2=C(C(=N[C@H]3CCN(C[C@@H]23)C)C2=CC=C(C=C2)NS(=O)(=O)C2=CC=C(C=C2)C)C=C1OC ((−)-cis-9-Ethoxy-8-methoxy-2-methyl-6-[4-(p-toluenesulfonamido)-phenyl]-1,2,3,4,4a,10b-hexahydro-benzo[c][1,6]naphthyridine). RXN SMILES: [CH2:1]([O:3][C:4]1[CH:5]=[C:6]([C@H:12]2[C@@H:17]([NH:18][C:19](=O)[C:20]3[CH:25]=[CH:24][C:23]([NH:26][S:27]([C:30]4[CH:35]=[CH:34][C:33]([CH3:36])=[CH:32][CH:31]=4)(=[O:29])=[O:28])=[CH:22][CH:21]=3)[CH2:16][CH2:15][N:14]([CH3:38])[CH2:13]2)[CH:7]=[CH:8][C:9]=1[O:10][CH3:11])[CH3:2]>P(Cl)(Cl)(Cl)=O.C(#N)C>[CH2:1]([O:3][C:4]1[C:9]([O:10][CH3:11])=[CH:8][C:7]2[C:19]([C:20]3[CH:25]=[CH:24][C:23]([NH:26][S:27]([C:30]4[CH:31]=[CH:32][C:33]([CH3:36])=[CH:34][CH:35]=4)(=[O:28])=[O:29])=[CH:22][CH:21]=3)=[N:18][C@@H:17]3[C@H:12]([C:6]=2[CH:5]=1)[CH2:13][N:14]([CH3:38])[CH2:15][CH2:16]3)[CH3:2]. Reported procedure: 2.52 g (−)-cis-3-(3-Ethoxy-4-methoxyphenyl)-1-methyl-4-[4-(p-toluenesulfonamido)-benzamido]-piperidine are heated to boiling under reflux for 5 h in 4.3 ml phosphorus oxychloride and 60 ml of acetonitrile. After destilling off the excess acetonitrile and phosphorus oxychloride, the residue is partitioned between dichloromethane and saturated sodium hydrogencarbonate solution. The organic phase is washed with water, dried over sodium sulfate and concentrated. After evaporation of the dichlorometh... Reactants: CCN(C(C)C)C(C)C, Clc1ccc(C(c2ccccc2)N2CCNCC2)cc1, O=S(=O)(CCCCCCCl)NCCO. Yields the product O=S(=O)(CCCCCCN1CCN(C(c2ccccc2)c2ccc(Cl)cc2)CC1)NCCO. Reaction SMILES: [CH2:35]([N:36]([CH:37]([CH3:38])[CH3:39])[CH:40]([CH3:41])[CH3:42])[CH3:43].[Cl:1][c:2]1[cH:3][cH:4][c:5]([CH:8]([N:9]2[CH2:10][CH2:11][NH:12][CH2:13][CH2:14]2)[c:15]2[cH:16][cH:17][cH:18][cH:19][cH:20]2)[cH:6][cH:7]1.[OH:21][CH2:22][CH2:23][NH:24][S:25](=[O:26])(=[O:27])[CH2:28][CH2:29][CH2:30][CH2:31][CH2:32][CH2:33][Cl:34]>>[Cl:1][c:2]1[cH:3][cH:4][c:5]([CH:8]([N:9]2[CH2:10][CH2:11][N:12]([CH2:33][CH2:32][CH2:31][CH2:30][CH2:29][CH2:28][S:25]([NH:24][CH2:23][CH2:22][OH:21])(=[O:26])=[O:27])[CH2:13][CH2:14]2)[c:15]2[cH:16][cH:17][cH:18][cH:19][cH:20]2)[cH:6][cH:7]1. The reactants are C(C)OC(=O)C=1C(N(C2=CC=C(C=C2C1N1CCN(CC1)C)Cl)C)=O (6-Chloro-1,2-dihydro-1-methyl-4-(4-methyl-1-piperazinyl)-2-oxo-3-quinolinecarboxylic acid ethyl ester), C([O-])([O-])=O.[Na+].[Na+] (sodium carbonate), OCCN1CCNCC1 (N-2-hydroxyethylpiperazine). The solvent is C(C)O (ethanol). Product: C(C)OC(=O)C=1C(NC2=CC=C(C=C2C1N1CCN(CC1)CCO)Cl)=O (6-Chloro-1,2-dihydro-4-[4-(2-hydroxyethyl)-1-piperazinyl]-2-oxo-3-quinolinecarboxylic acid ethyl ester). As a reaction SMILES: [CH2:1]([O:3][C:4]([C:6]1[C:7](=[O:25])[N:8](C)[C:9]2[C:14]([C:15]=1[N:16]1[CH2:21][CH2:20][N:19]([CH3:22])[CH2:18][CH2:17]1)=[CH:13][C:12]([Cl:23])=[CH:11][CH:10]=2)=[O:5])[CH3:2].[C:26](=O)([O-])[O-:27].[Na+].[Na+].OCCN1CCNCC1>C(O)C>[CH2:1]([O:3][C:4]([C:6]1[C:7](=[O:25])[NH:8][C:9]2[C:14]([C:15]=1[N:16]1[CH2:21][CH2:20][N:19]([CH2:22][CH2:26][OH:27])[CH2:18][CH2:17]1)=[CH:13][C:12]([Cl:23])=[CH:11][CH:10]=2)=[O:5])[CH3:2] |f:1.2.3|. Procedure: A stirred mixture of 6.09 g. of 4,6-dichloro-1,2-dihydro-1-methyl-2-oxo-3-quinolinecarboxylic acid ethyl ester (prepared as in Example 4), 2.12 g. of sodium carbonate, and 2.6 g. of N-2-hydroxyethylpiperazine in 50 ml. of ethanol was heated under reflux for 3 hours. The reaction mixture was filtered under suction and the filtrate taken to dryness in a rotary evaporator. On triturating the residual oil with diethyl ether gave 6.0 g. of product, m.p. 130°-134° C. Recrystallization from ethyl aceta... Starting materials: [BH4-], NC(CCC(=O)O)C(=O)O, [Na+], [Na+], [OH-], O=Cc1ccccn1. Product: O=C(O)C1CCC(=O)N1Cc1ccccn1. Reaction SMILES: [BH4-:21].[NH2:1][CH:2]([CH2:3][CH2:4][C:5]([OH:6])=[O:7])[C:8]([OH:9])=[O:10].[Na+:12].[Na+:22].[OH-:11].[n:13]1[c:14]([CH:19]=[O:20])[cH:15][cH:16][cH:17][cH:18]1>>[N:1]1([CH2:19][c:14]2[n:13][cH:18][cH:17][cH:16][cH:15]2)[CH:2]([C:8]([OH:9])=[O:10])[CH2:3][CH2:4][C:5]1=[O:7]. Starting materials: CCOC(=O)c1cc(OCc2ccc(OC)cc2)c(OCc2ccc(OC)cc2)cc1Cl, CCO, Cl, C1CCOC1. Yields the product COc1ccc(COc2cc(Cl)c(C(=O)O)cc2OCc2ccc(OC)cc2)cc1. Reaction SMILES: [CH2:1]([CH3:2])[O:3][C:4]([c:5]1[cH:6][c:7]([O:22][CH2:23][c:24]2[cH:25][cH:26][c:27]([O:30][CH3:31])[cH:28][cH:29]2)[c:8]([O:12][CH2:13][c:14]2[cH:15][cH:16][c:17]([O:20][CH3:21])[cH:18][cH:19]2)[cH:9][c:10]1[Cl:11])=[O:32].[CH3:39][CH2:40][OH:41].[ClH:38].[O:33]1[CH2:34][CH2:35][CH2:36][CH2:37]1>>[O:3]=[C:4]([c:5]1[cH:6][c:7]([O:22][CH2:23][c:24]2[cH:25][cH:26][c:27]([O:30][CH3:31])[cH:28][cH:29]2)[c:8]([O:12][CH2:13][c:14]2[cH:15][cH:16][c:17]([O:20][CH3:21])[cH:18][cH:19]2)[cH:9][c:10]1[Cl:11])[OH:32]. Reactants: CON=C1C(=CC(C2=CC=CC=C12)=O)O (2-hydroxynaphthoquinone 1-(O-methyloxime)), [In] (indium), [In] (indium), C(C=C)Br (allylbromide). Run in CN(C=O)C (N,N-dimethylformamide), CN(C=O)C (N,N-dimethylformamide). Conditions: temperature 0 celsius, time 1 hour. Yields the product C(C=C)C1(C(=CC(C2=CC=CC=C12)=O)O)NOC (4-allyl-3-hydroxy-4-(methoxyamino)naphthalen-1(4H)-one). Isolated yield 82.4%. As a reaction SMILES: [In].[CH2:2](Br)[CH:3]=[CH2:4].[CH3:6][O:7][N:8]=[C:9]1[C:18]2[C:13](=[CH:14][CH:15]=[CH:16][CH:17]=2)[C:12](=[O:19])[CH:11]=[C:10]1[OH:20]>CN(C)C=O>[CH2:4]([C:9]1([NH:8][O:7][CH3:6])[C:18]2[C:13](=[CH:14][CH:15]=[CH:16][CH:17]=2)[C:12](=[O:19])[CH:11]=[C:10]1[OH:20])[CH:3]=[CH2:2]. Procedure: To a suspension of indium powder (0.68 g, 5.9 mmol) in anhydrous N,N-dimethylformamide (2 mL) at 0° C. was added allylbromide (0.76 mL, 8.8 mmol) dropwise over 5 min. The cooling bath was removed and the resulting exothermic reaction was allowed to stir for several minutes, during which time the indium metal dissolved. The resulting solution was cooled to 0° C., and a solution of Example 7A (1.00 g, 4.9 mmol) in anhydrous N,N-dimethylformamide (8 mL) was added. The resulting solution was allowed... Reactants: C(C)OC(C1=C(N=C(C=C1O)C(F)(F)F)O)=O (2,4-Dihydroxy-6-trifluoromethyl-nicotinic acid ethyl ester). Solvent: Cl (HCl). Run at temperature 100 celsius. The product is FC(C1=CC(=CC(=N1)O)O)(F)F (6-trifluoromethyl-pyridine-2,4-diol). Yield: 99.5%. RXN SMILES: C(OC(=O)[C:5]1[C:10]([OH:11])=[CH:9][C:8]([C:12]([F:15])([F:14])[F:13])=[N:7][C:6]=1[OH:16])C>Cl>[F:15][C:12]([F:13])([F:14])[C:8]1[N:7]=[C:6]([OH:16])[CH:5]=[C:10]([OH:11])[CH:9]=1. Reported procedure: 2,4-Dihydroxy-6-trifluoromethyl-nicotinic acid ethyl ester (62 g/247 mmol) was added in several portions over 30 min to 6M HCl(aq) (620 mL) at reflux. Heated at 100° C. overnight with vigorous stirring to obtain complete solution. Allowed to cool and concentrated in vacuo to a white solid. Slurried in water (250 mL) and adjusted to pH 7 with concentrated ammonia to get heavy white suspension. Collected solid by filtration, rinsing through with fresh water, and dried to provide 6-trifluoromethyl-...